From a dataset of the Open Reaction Database (ORD), a public repository of structured organic reaction records. describe an organic reaction: reactants, conditions, products, and yield Starting materials: CC(C)(C)c1ccc(OCCO)cc1, COc1c(Cl)ccnc1C, CS(C)=O, [Cl-], [H-], [NH4+], [Na+]. The product is COc1c(OCCOc2ccc(C(C)(C)C)cc2)ccnc1C. Reaction SMILES: [C:11]([CH3:12])([CH3:13])([CH3:14])[c:15]1[cH:16][cH:17][c:18]([O:19][CH2:20][CH2:21][OH:22])[cH:23][cH:24]1.[CH3:1][c:2]1[n:3][cH:4][cH:5][c:6]([Cl:10])[c:7]1[O:8][CH3:9].[CH3:29][S:30]([CH3:31])=[O:32].[Cl-:27].[H-:26].[NH4+:28].[Na+:25]>>[CH3:1][c:2]1[n:3][cH:4][cH:5][c:6]([O:22][CH2:21][CH2:20][O:19][c:18]2[cH:17][cH:16][c:15]([C:11]([CH3:12])([CH3:13])[CH3:14])[cH:24][cH:23]2)[c:7]1[O:8][CH3:9]. Starting materials: C1(CCC1)NC1=NC=NC2=CC(=C(C=C12)OC)OCC=1C=C(C=CC1)S(=O)(=NC(=O)OCC)CC ((RS)-S-[3-({[4-(cyclobutylamino)-6-methoxy-quinazolin-7-yl]oxy}methyl)phenyl]-N-(ethoxycarbonyl)-S-ethylsulphoximide), ClCCl.CO (dichloromethane methanol), →. Solvent: CO (methanol). Product: C1(CCC1)NC1=NC=NC2=CC(=C(C=C12)OC)OCC=1C=C(C=CC1)S(=O)(=N)CC ((RS)-S-[3-({[4-(Cyclobutylamino)-6-methoxyquinazolin-7-yl]oxy}methyl)-phenyl]-S-ethylsulphoximide). Isolated yield 94.0%. As a reaction SMILES: [CH:1]1([NH:5][C:6]2[C:15]3[C:10](=[CH:11][C:12]([O:18][CH2:19][C:20]4[CH:21]=[C:22]([S:26]([CH2:34][CH3:35])(=[N:28]C(OCC)=O)=[O:27])[CH:23]=[CH:24][CH:25]=4)=[C:13]([O:16][CH3:17])[CH:14]=3)[N:9]=[CH:8][N:7]=2)[CH2:4][CH2:3][CH2:2]1.ClCCl.CO>CO>[CH:1]1([NH:5][C:6]2[C:15]3[C:10](=[CH:11][C:12]([O:18][CH2:19][C:20]4[CH:21]=[C:22]([S:26]([CH2:34][CH3:35])(=[NH:28])=[O:27])[CH:23]=[CH:24][CH:25]=4)=[C:13]([O:16][CH3:17])[CH:14]=3)[N:9]=[CH:8][N:7]=2)[CH2:2][CH2:3][CH2:4]1 |f:1.2|. Procedure: According to GWP 6, the conversion of (RS)-S-[3-({[4-(cyclobutylamino)-6-methoxy-quinazolin-7-yl]oxy}methyl)phenyl]-N-(ethoxycarbonyl)-S-ethylsulphoximide (48 mg, 0.096 mmol) and chromatographic purification (silica gel, dichloromethane/methanol: 0→30% methanol) gives the desired product in 94% yield (39 mg). Starting materials: Cl (hydrochloric acid), ClC=1C=C(C=CC1Cl)C(C(=O)OCC)[C@H](C(F)(F)F)C (ethyl (3R)-2-(3,4-dichlorophenyl)-4,4,4-trifluoro-3-methylbutanoate). Solvent: CO (methanol), C1CCOC1 (THF), O (water), [OH-].[Na+] (sodium hydroxide). Reaction conditions: temperature 40 celsius, time 6 hour. Product: ClC=1C=C(C=CC1Cl)C(C(=O)O)[C@H](C(F)(F)F)C ((3R)-2-(3,4-Dichlorophenyl)-4,4,4-trifluoro-3-methylbutanoic acid). As a reaction SMILES: [Cl:1][C:2]1[CH:3]=[C:4]([CH:9]([C@@H:15]([CH3:20])[C:16]([F:19])([F:18])[F:17])[C:10]([O:12]CC)=[O:11])[CH:5]=[CH:6][C:7]=1[Cl:8].Cl>CO.C1COCC1.O.[OH-].[Na+]>[Cl:1][C:2]1[CH:3]=[C:4]([CH:9]([C@@H:15]([CH3:20])[C:16]([F:19])([F:17])[F:18])[C:10]([OH:12])=[O:11])[CH:5]=[CH:6][C:7]=1[Cl:8] |f:5.6|. Reported procedure: 3.77 g (crude, about 11.5 mmol) of ethyl (3R)-2-(3,4-dichlorophenyl)-4,4,4-trifluoro-3-methylbutanoate (diastereomer mixture) were dissolved in a mixture of 14 ml of methanol, 14 ml of THF and 5 ml of water, and 9.16 g of 50% strength aqueous sodium hydroxide solution were added at 0° C. The reaction mixture was stirred at 40° C. for about 6 h. The mixture was then acidified with 1 N hydrochloric acid (pH about 2) and extracted three times with ethyl acetate. The combined organic phases were was...